From a dataset of the Open Reaction Database (ORD), a public repository of structured organic reaction records. describe an organic reaction: reactants, conditions, products, and yield Reactants: O (Water), COC=1C=C2C(=CN(C2=CC1)C)C1=CC2=C(N=CC=3N2C(=NC3)C3COCCC3)N1COCC[Si](C)(C)C (7-(5-methoxy-1-methyl-1H-indol-3-yl)-1-(tetrahydro-2H-pyran-3-yl)-6-((2-(trimethylsilyl)ethoxy)methyl)-6H-imidazo[1,5-a]pyrrolo[2,3-e]pyrazine), [NH4+].[OH-] (NH4OH), C(=O)(C(F)(F)F)O (TFA). Run in C(Cl)Cl (DCM). Reaction conditions: time 15 hour. Yields the product COC=1C=C2C(=CN(C2=CC1)C)C1=CC2=C(N=CC=3N2C(=NC3)C3COCCC3)N1 (7-(5-methoxy-1-methyl-1H-indol-3-yl)-1-(tetrahydro-2H-pyran-3-yl)-6H-imidazo[1,5-a]pyrrolo[2,3-e]pyrazine). Isolated yield 38.9%. RXN SMILES: [CH3:1][O:2][C:3]1[CH:4]=[C:5]2[C:9](=[CH:10][CH:11]=1)[N:8]([CH3:12])[CH:7]=[C:6]2[C:13]1[N:30](COCC[Si](C)(C)C)[C:16]2[N:17]=[CH:18][C:19]3[N:20]([C:21]([CH:24]4[CH2:29][CH2:28][CH2:27][O:26][CH2:25]4)=[N:22][CH:23]=3)[C:15]=2[CH:14]=1.C(O)(C(F)(F)F)=O.[NH4+].[OH-].O>C(Cl)Cl>[CH3:1][O:2][C:3]1[CH:4]=[C:5]2[C:9](=[CH:10][CH:11]=1)[N:8]([CH3:12])[CH:7]=[C:6]2[C:13]1[NH:30][C:16]2[N:17]=[CH:18][C:19]3[N:20]([C:21]([CH:24]4[CH2:29][CH2:28][CH2:27][O:26][CH2:25]4)=[N:22][CH:23]=3)[C:15]=2[CH:14]=1 |f:2.3|. Reported procedure: To a mixture of 7-(5-methoxy-1-methyl-1H-indol-3-yl)-1-(tetrahydro-2H-pyran-3-yl)-6-((2-(trimethylsilyl)ethoxy)methyl)-6H-imidazo[1,5-a]pyrrolo[2,3-e]pyrazine (0.245 g, 0.461 mmol; prepared using J.1 from Preparation #I.1 with tetrahydro-2H-pyran-2-carboxylic acid [Acella], and L.1 with mercury(II) trifluoroacetate) in DCM (5 mL) was added TFA (0.887 mL, 11.5 mmol). After stirring at rt for about 15 h, the mixture was concentrated in vacuo. The material was dissolved in MeOH (5 mL) and then trea... Starting materials: COc1ccc2c(c1)CNCCS2, COc1ccc([N+](=O)[O-])c(C(=O)O)c1. The product is COc1ccc(N)c(C(=O)O)c1. As a reaction SMILES: [CH3:1][O:2][c:3]1[cH:4][cH:5][c:6]2[c:12]([cH:13]1)[CH2:11][NH:10][CH2:9][CH2:8][S:7]2.[N+:14]([O-:15])(=[O:16])[c:17]1[c:18]([C:19](=[O:20])[OH:21])[cH:22][c:23]([O:26][CH3:27])[cH:24][cH:25]1>>[NH2:14][c:17]1[c:18]([C:19](=[O:20])[OH:21])[cH:22][c:23]([O:26][CH3:27])[cH:24][cH:25]1. The reactants are Cl, Cl, Cl, NC1CCC(CCN2CCN(c3nccc4c3OCC4)CC2)CC1, O=C(O)c1ccc(-c2cccnc2)cc1. The product is O=C(NC1CCC(CCN2CCN(c3nccc4c3OCC4)CC2)CC1)c1ccc(-c2cccnc2)cc1. RXN SMILES: [ClH:1].[ClH:2].[ClH:3].[O:4]1[CH2:5][CH2:6][c:7]2[c:8]1[c:9]([N:13]1[CH2:14][CH2:15][N:16]([CH2:19][CH2:20][CH:21]3[CH2:22][CH2:23][CH:24]([NH2:27])[CH2:25][CH2:26]3)[CH2:17][CH2:18]1)[n:10][cH:11][cH:12]2.[n:28]1[cH:29][c:30](-[c:34]2[cH:35][cH:36][c:37]([C:38](=[O:39])[OH:40])[cH:41][cH:42]2)[cH:31][cH:32][cH:33]1>>[O:4]1[CH2:5][CH2:6][c:7]2[c:8]1[c:9]([N:13]1[CH2:14][CH2:15][N:16]([CH2:19][CH2:20][CH:21]3[CH2:22][CH2:23][CH:24]([NH:27][C:38]([c:37]4[cH:36][cH:35][c:34](-[c:30]5[cH:29][n:28][cH:33][cH:32][cH:31]5)[cH:42][cH:41]4)=[O:39])[CH2:25][CH2:26]3)[CH2:17][CH2:18]1)[n:10][cH:11][cH:12]2. Starting materials: CCOC(=O)C(CC(=O)c1ccc(Oc2ccccc2)cc1)SC(C)=O, CCO, O, O=S(=O)(O)O. The product is CCOC(=O)C(S)CC(=O)c1ccc(Oc2ccccc2)cc1. RXN SMILES: [C:1](=[O:2])([CH3:3])[S:4][CH:5]([C:6](=[O:7])[O:8][CH2:9][CH3:10])[CH2:11][C:12]([c:13]1[cH:14][cH:15][c:16]([O:19][c:20]2[cH:21][cH:22][cH:23][cH:24][cH:25]2)[cH:17][cH:18]1)=[O:26].[CH3:33][CH2:34][OH:35].[OH2:27].[S:28](=[O:29])(=[O:30])([OH:31])[OH:32]>>[SH:4][CH:5]([C:6](=[O:7])[O:8][CH2:9][CH3:10])[CH2:11][C:12]([c:13]1[cH:14][cH:15][c:16]([O:19][c:20]2[cH:21][cH:22][cH:23][cH:24][cH:25]2)[cH:17][cH:18]1)=[O:26]. Reactants: NCCO (2-aminoethanol), C(#N)C(C)(C)C=1C=C(C(=O)NC=2C=CC(=C(C2)NC(=O)C2=CC=3C(=NC(=CN3)NC)S2)C)C=CC1 (N-(5-(3-(2-cyanopropan-2-yl)benzamido)-2-methylphenyl)-3-(methylamino)thieno[2,3-b]pyrazine-6-carboxamide), ClC1=CN=C2C(=N1)SC(=C2)C(=O)NC2=C(C=CC(=C2)NC(C2=CC(=CC=C2)C(C)(C)C#N)=O)C (3-chloro-N-(5-(3-(2-cyanopropan-2-yl)benzamido)-2-methylphenyl)thieno[2,3-b]pyrazine-6-carboxamide). Yields the product 0-10 methanol, C(#N)C(C)(C)C=1C=C(C(=O)NC=2C=CC(=C(C2)NC(=O)C2=CC=3C(=NC(=CN3)NCCO)S2)C)C=CC1 (N-(5-(3-(2-cyanopropan-2-yl)benzamido)-2-methylphenyl)-3-(2-hydroxyethylamino)thieno[2,3-b]pyrazine-6-carboxamide). Yield: 15.0%. RXN SMILES: [C:1]([C:3]([C:6]1[CH:7]=[C:8]([CH:33]=[CH:34][CH:35]=1)[C:9]([NH:11][C:12]1[CH:13]=[CH:14][C:15]([CH3:32])=[C:16]([NH:18][C:19]([C:21]2[S:31][C:24]3=[N:25][C:26]([NH:29][CH3:30])=[CH:27][N:28]=[C:23]3[CH:22]=2)=[O:20])[CH:17]=1)=[O:10])([CH3:5])[CH3:4])#[N:2].ClC1N=C2SC([C:46](NC3C=C(NC(=O)C4C=CC=C(C(C#N)(C)C)C=4)C=CC=3C)=[O:47])=CC2=NC=1.NCCO>>[C:1]([C:3]([C:6]1[CH:7]=[C:8]([CH:33]=[CH:34][CH:35]=1)[C:9]([NH:11][C:12]1[CH:13]=[CH:14][C:15]([CH3:32])=[C:16]([NH:18][C:19]([C:21]2[S:31][C:24]3=[N:25][C:26]([NH:29][CH2:30][CH2:46][OH:47])=[CH:27][N:28]=[C:23]3[CH:22]=2)=[O:20])[CH:17]=1)=[O:10])([CH3:5])[CH3:4])#[N:2]. Reported procedure: Preparation analogous to 96a by using 3-chloro-N-(5-(3-(2-cyanopropan-2-yl)benzamido)-2-methylphenyl)thieno[2,3-b]pyrazine-6-carboxamide 95 (0.061 mmol, 30 mg) and 2-aminoethanol (1.53 mmol, 92 μL). The crude compound was purified by HPLC and the chromatography (0-10 methanol in CH2Cl2) to give N-(5-(3-(2-cyanopropan-2-yl)benzamido)-2-methylphenyl)-3-(2-hydroxyethylamino)thieno[2,3-b]pyrazine-6-carboxamide 96h (5 mg, 15%). NMR (400 MHz, DMSO-d6) 1.76 (s, 6H), 2.24 (s, 3H), 3.44 (q, J=5.9 Hz and ... Yields the product COC(=O)C1=C(C2=C(S1)C=C(C=C2)C(=O)OC(C)(C)C)OS(=O)(=O)C(F)(F)F (3-trifluoromethanesulfonyloxy-benzo[b]thiophene-2,6-dicarboxylic acid 6-tert-butyl ester 2-methy ester). As a reaction SMILES: FC(F)(F)S([O:6][S:7]([C:10]([F:13])([F:12])[F:11])(=[O:9])=[O:8])(=O)=O.[CH3:16][O:17][C:18]([C:20]1[S:24][C:23]2[CH:25]=[C:26]([C:29]([O:31][C:32]([CH3:35])([CH3:34])[CH3:33])=[O:30])[CH:27]=[CH:28][C:22]=2[C:21]=1O)=[O:19].O.CCOC(C)=O>C(Cl)Cl.CCN(CC)CC>[CH3:16][O:17][C:18]([C:20]1[S:24][C:23]2[CH:25]=[C:26]([C:29]([O:31][C:32]([CH3:35])([CH3:34])[CH3:33])=[O:30])[CH:27]=[CH:28][C:22]=2[C:21]=1[O:6][S:7]([C:10]([F:11])([F:12])[F:13])(=[O:8])=[O:9])=[O:19]. Reaction conditions: time 30 minute. Yield: 57.5%. Procedure details: Trifluoromethanesulfonic anhydride (4.6 ml 27 mmol, 1.5 equiv) was dropwise added to a 0° C. solution of 3-hydroxy-benzo[b]thiophene-2,6-dicarboxylic acid 6-tert-butyl ester 2-methyl ester (5.56 g, 18 mmol) in DCM (50 ml) and Et3N (50 ml). The reaction mixture was warmed to RT and stirred for 30 min. After adding water and EtOAc the crude reaction mixture was washed with sat. NaHCO3 then dried over MgSO4. Filtration, evaporation, and purification by column chromatography yielded 4.56 g (57%) of ... The solvent is C(Cl)Cl (DCM), CCN(CC)CC (Et3N). Starting materials: FC(S(=O)(=O)OS(=O)(=O)C(F)(F)F)(F)F (Trifluoromethanesulfonic anhydride), COC(=O)C1=C(C2=C(S1)C=C(C=C2)C(=O)OC(C)(C)C)O (3-hydroxy-benzo[b]thiophene-2,6-dicarboxylic acid 6-tert-butyl ester 2-methyl ester), O (water), CCOC(=O)C (EtOAc). The reactants are Cc1nc2cc(O)ccc2s1, CCOC(C)=O, CC(C)[Mg+], [Cl-], [Cl-], [NH4+], O=C1Nc2ccccc2C1=O, C1CCOC1. Yields the product Cc1nc2cc(O)c(C3(O)C(=O)Nc4ccccc43)cc2s1. As a reaction SMILES: [CH3:1][c:2]1[s:3][c:4]2[c:5]([n:6]1)[cH:7][c:8]([OH:11])[cH:9][cH:10]2.[CH3:35][CH2:36][O:37][C:38](=[O:39])[CH3:40].[CH:13]([Mg+:14])([CH3:15])[CH3:16].[Cl-:12].[Cl-:33].[NH4+:34].[O:17]=[C:18]1[NH:19][c:20]2[cH:21][cH:22][cH:23][cH:24][c:25]2[C:26]1=[O:27].[O:28]1[CH2:29][CH2:30][CH2:31][CH2:32]1>>[CH3:1][c:2]1[s:3][c:4]2[c:5]([n:6]1)[cH:7][c:8]([OH:11])[c:9]([C:26]1([OH:27])[C:18](=[O:17])[NH:19][c:20]3[cH:21][cH:22][cH:23][cH:24][c:25]31)[cH:10]2. The reactants are C([O-])([O-])=O.[K+].[K+] (potassium carbonate), O1C=C(C=C1)C1(CN2CCC1CC2)O ((±) 3-(fur-3-yl)-3-hydroxy-1-azabicyclo[2.2.2]octane), C(C)[SiH](CC)CC (triethylsilane), [Sn](Cl)(Cl)(Cl)Cl (tin (IV) chloride). The solvent is ClCCl (dichloromethane), C(C)#N (acetonitrile). Conditions: temperature -30 celsius. Product: O1C=C(C=C1)C1CN2CCC1CC2 ((±) 3-(Fur-3-yl)-1-azabicyclo[2.2.2]octane). The yield is 13.6%. As a reaction SMILES: [O:1]1[CH:5]=[CH:4][C:3]([C:6]2(O)[CH:11]3[CH2:12][CH2:13][N:8]([CH2:9][CH2:10]3)[CH2:7]2)=[CH:2]1.C([SiH](CC)CC)C.[Sn](Cl)(Cl)(Cl)Cl.C(=O)([O-])[O-].[K+].[K+]>ClCCl.C(#N)C>[O:1]1[CH:5]=[CH:4][C:3]([CH:6]2[CH:11]3[CH2:10][CH2:9][N:8]([CH2:13][CH2:12]3)[CH2:7]2)=[CH:2]1 |f:3.4.5|. Procedure: A stirred solution of (±) 3-(fur-3-yl)-3-hydroxy-1-azabicyclo[2.2.2]octane (D20) (1.20 g, 0.0062 mole) in an acetonitrile (20 ml)/dichloromethane (10 ml) mixture was treated with triethylsilane (5.9 ml, 0.037 mole) and cooled to -30° C. under nitrogen. The solution was treated dropwise over 5 minutes with tin (IV) chloride (1.6 ml, 0.0136 mole) and then allowed to warm to room temperature over 0.5 h, before pouring into excess potassium carbonate solution and extracting with ethyl acetate (2×60 ... Starting materials: C(C)(C)(C)C1=NN(C(=C1)NC(=O)NCC1=C(C=CC(=C1)F)OC=1C=C2C=NN(C2=CC1)CCO)C1=CC=C(C=C1)C=O (1-(3-tert-butyl-1-(4-formylphenyl)-1H-pyrazol-5-yl)-3-((5-fluoro-2-(1-(2-hydroxyethyl)-1H-indazol-5-yloxy)phenyl)methyl)urea), [BH4-].[Na+] (NaBH4). The solvent is CO (MeOH). Run at time 2 hour. Yields the product C(C)(C)(C)C1=NN(C(=C1)NC(=O)NCC1=C(C=CC(=C1)F)OC=1C=C2C=NN(C2=CC1)CCO)C1=CC=C(C=C1)CO (1-(3-tert-Butyl-1-(4-(hydroxymethyl)phenyl)-1H-pyrazol-5-yl)-3-((5-fluoro-2-(1-(2-hydroxyethyl)-1H-indazol-5-yloxy)phenyl)methyl)urea). The yield is 6.3%. RXN SMILES: [C:1]([C:5]1[CH:9]=[C:8]([NH:10][C:11]([NH:13][CH2:14][C:15]2[CH:20]=[C:19]([F:21])[CH:18]=[CH:17][C:16]=2[O:22][C:23]2[CH:24]=[C:25]3[C:29](=[CH:30][CH:31]=2)[N:28]([CH2:32][CH2:33][OH:34])[N:27]=[CH:26]3)=[O:12])[N:7]([C:35]2[CH:40]=[CH:39][C:38]([CH:41]=[O:42])=[CH:37][CH:36]=2)[N:6]=1)([CH3:4])([CH3:3])[CH3:2].[BH4-].[Na+]>CO>[C:1]([C:5]1[CH:9]=[C:8]([NH:10][C:11]([NH:13][CH2:14][C:15]2[CH:20]=[C:19]([F:21])[CH:18]=[CH:17][C:16]=2[O:22][C:23]2[CH:24]=[C:25]3[C:29](=[CH:30][CH:31]=2)[N:28]([CH2:32][CH2:33][OH:34])[N:27]=[CH:26]3)=[O:12])[N:7]([C:35]2[CH:36]=[CH:37][C:38]([CH2:41][OH:42])=[CH:39][CH:40]=2)[N:6]=1)([CH3:4])([CH3:2])[CH3:3] |f:1.2|. Procedure: 1-(3-tert-butyl-1-(4-formylphenyl)-1H-pyrazol-5-yl)-3-((5-fluoro-2-(1-(2-hydroxyethyl)-1H-indazol-5-yloxy)phenyl)methyl)urea was treated with NaBH4 in MeOH and stirred at ambient temperature for 2 hours. The reaction was quenched with 2 N HCl, then neutralized with Na2CO3 and extracted into DCM. The organic layer was dried and concentrated, and the residue purified on a pyridine column eluting with 20% ethanol in hexanes to provide 1.3 mg (6.3%) of the desired material. MS M+1 (573).